This data is from the Open Reaction Database (ORD), a public repository of structured organic reaction records. The task is: describe an organic reaction: reactants, conditions, products, and yield The reactants are OC1=CC=C(C=2OC3=CC(=CC=C3C(C12)=O)O)O (1,4,6-trihydroxyxanthone), OC1=CC(=CC=2OC3=CC=CC(=C3C(C12)=O)O)O (1,3,8-trihydroxyxanthone), OC1=CC(=CC=2OC3=CC=CC=C3C(C12)=O)O (1,3-dihydroxyxanthone), OC1=CC(=CC=2OC3=C(C=CC=C3C(C12)=O)O)O (1,3,5-trihydroxyxanthone), OC1=CC(=CC=2OC3=CC(=CC=C3C(C12)=O)O)O (1,3,6-trihydroxyxanthone), OC1=CC=CC=2OC3=CC(=CC=C3C(C12)=O)O (1,6-dihydroxyxanthone). The product is OC1=CC(=CC=2OC3=CC(=CC(=C3C(C12)=O)O)O)O (1,3,6,8-Tetrahydroxyxanthone). Reaction SMILES: [OH:1]C1C2C(=O)C3C(=CC(O)=CC=3)OC=2C(O)=CC=1.OC1C2C(=O)C3C(=C(O)C=CC=3)OC=2C=C(O)C=1.[OH:37][C:38]1[C:51]2[C:50](=[O:52])[C:49]3[C:44](=[CH:45][C:46]([OH:53])=[CH:47][CH:48]=3)[O:43][C:42]=2[CH:41]=[C:40]([OH:54])[CH:39]=1.OC1C2C(=O)C3C(=CC=CC=3O)OC=2C=C(O)C=1.OC1C2C(=O)C3C(=CC=CC=3)OC=2C=C(O)C=1.OC1C2C(=O)C3C(=CC(O)=CC=3)OC=2C=CC=1>>[OH:37][C:38]1[C:51]2[C:50](=[O:52])[C:49]3[C:44](=[CH:45][C:46]([OH:53])=[CH:47][C:48]=3[OH:1])[O:43][C:42]=2[CH:41]=[C:40]([OH:54])[CH:39]=1. Procedure details: 1,4,6-trihydroxyxanthone; 1,3,5-trihydroxyxanthone; 1,3,6-trihydroxyxanthone; 1,3,8-trihydroxyxanthone; 1,3-dihydroxyxanthone; and 1,6-dihydroxyxanthone. Starting materials: CC(C)(C)OC(=O)CBr, O=C([O-])[O-], [K+], [K+], CN(C)C=O, Nc1nnc(-c2ccccc2)s1. The product is CC(C)(C)OC(=O)CNc1nnc(-c2ccccc2)s1. RXN SMILES: [Br:19][CH2:20][C:21](=[O:22])[O:23][C:24]([CH3:25])([CH3:26])[CH3:27].[C:13](=[O:14])([O-:15])[O-:16].[K+:17].[K+:18].[O:28]=[CH:29][N:30]([CH3:31])[CH3:32].[c:1]1(-[c:7]2[n:8][n:9][c:10]([NH2:12])[s:11]2)[cH:2][cH:3][cH:4][cH:5][cH:6]1>>[c:1]1(-[c:7]2[n:8][n:9][c:10]([NH:12][CH2:20][C:21](=[O:22])[O:23][C:24]([CH3:25])([CH3:26])[CH3:27])[s:11]2)[cH:2][cH:3][cH:4][cH:5][cH:6]1. Reactants: ClC(=C(F)F)F (chlorotrifluoroethylene), O1CCOC12CCCCC2 (1,4-dioxaspiro[4.5]decane), [Cl-].[NH4+] (ammonium chloride), solution, [Li]CCCC (n-BuLi). Run in C(C)OCC (diethyl ether), O1CCCC1 (tetrahydrofuran), CCCCCC (hexane). Reaction conditions: temperature -60 celsius, time 30 minute. Product: ClC(C(F)=C1CCC2(OCCO2)CC1)(F)F (8-(2-chloro-1,2,2-trifluoroethylidene)-1,4-dioxaspiro[4.5]decane). As a reaction SMILES: Cl[C:2]([F:6])=[C:3]([F:5])[F:4].[Li]CCCC.[O:12]1[C:16]2([CH2:21][CH2:20][CH2:19][CH2:18][CH2:17]2)[O:15][CH2:14][CH2:13]1.[Cl-:22].[NH4+]>CCCCCC.C(OCC)C.O1CCCC1>[Cl:22][C:3]([F:5])([F:4])[C:2](=[C:19]1[CH2:20][CH2:21][C:16]2([O:15][CH2:14][CH2:13][O:12]2)[CH2:17][CH2:18]1)[F:6] |f:3.4|. Procedure details: At −100° C., 17.2 g of chlorotrifluoroethylene were condensed into 120 ml of tetrahydrofuran and 80 ml of diethyl ether. Over a period of 30 minutes, 84 ml of a 16 molar solution of n-BuLi in hexane were added dropwise at a temperature between −90° C. and −100° C. 18.8 g of 1,4-dioxaspiro[4.5]decane were added and the mixture was stirred at −60° C. for 1 h. The reaction solution was poured into aqueous ammonium chloride and extracted with diethyl ether and the combined organic phases were dried ... The reactants are O=C([O-])[O-], CC(Br)C(=O)OCCOCc1ccccc1, CN(C)C=O, [K+], [K+], Oc1ccc(O)cc1. The product is CC(Oc1ccc(O)cc1)C(=O)OCCOCc1ccccc1. As a reaction SMILES: [C:9](=[O:10])([O-:11])[O-:12].[CH2:15]([c:16]1[cH:17][cH:18][cH:19][cH:20][cH:21]1)[O:22][CH2:23][CH2:24][O:25][C:26]([CH:27]([CH3:28])[Br:29])=[O:30].[CH3:31][N:32]([CH3:33])[CH:34]=[O:35].[K+:13].[K+:14].[OH:1][c:2]1[cH:3][cH:4][c:5]([OH:6])[cH:7][cH:8]1>>[O:1]([c:2]1[cH:3][cH:4][c:5]([OH:6])[cH:7][cH:8]1)[CH:27]([C:26]([O:25][CH2:24][CH2:23][O:22][CH2:15][c:16]1[cH:17][cH:18][cH:19][cH:20][cH:21]1)=[O:30])[CH3:28]. Starting materials: CO, Cl, O, O=C(O)C(O)CC1CCOCC1. The product is COC(=O)C(O)CC1CCOCC1. Reaction SMILES: [CH3:14][OH:15].[ClH:13].[OH2:16].[OH:1][CH:2]([C:3](=[O:4])[OH:5])[CH2:6][CH:7]1[CH2:8][CH2:9][O:10][CH2:11][CH2:12]1>>[OH:1][CH:2]([C:3](=[O:4])[O:5][CH3:14])[CH2:6][CH:7]1[CH2:8][CH2:9][O:10][CH2:11][CH2:12]1. Reactants: O=C(O)c1nc(Cl)c(Cl)c(Cl)c1Cl, Cl, NN, [Na+], [OH-], O. Yields the product NNc1c(Cl)c(Cl)nc(C(=O)O)c1Cl. Reaction SMILES: [Cl:1][c:2]1[c:3]([Cl:13])[c:4]([Cl:12])[c:5]([Cl:11])[c:6]([C:8](=[O:9])[OH:10])[n:7]1.[ClH:18].[NH2:16][NH2:17].[Na+:15].[OH-:14].[OH2:19]>>[Cl:1][c:2]1[c:3]([Cl:13])[c:4]([NH:16][NH2:17])[c:5]([Cl:11])[c:6]([C:8](=[O:9])[OH:10])[n:7]1. Starting materials: CN(C1=CC=C(C=C1)C1OC(=O)C2=CC=CC=C12)C (3-(p-dimethylaminophenyl)-phthalide), aqueous solution, [OH-].[Na+] (sodium hydroxide), aqueous solution, [Mn](=O)(=O)(=O)[O-].[K+] (potassium permanganate), resultant mixture. Yields the product C(C1=CC=CC=C1)(=O)C1=CC=CC=C1 (benzophenone). Reaction SMILES: CN(C)[C:3]1[CH:8]=[CH:7][C:6]([CH:9]2[C:18]3[C:13](=[CH:14][CH:15]=[CH:16][CH:17]=3)C(=O)[O:10]2)=[CH:5][CH:4]=1.[OH-].[Na+].[Mn]([O-])(=O)(=O)=O.[K+]>>[C:9]([C:18]1[CH:13]=[CH:14][CH:15]=[CH:16][CH:17]=1)(=[O:10])[C:6]1[CH:7]=[CH:8][CH:3]=[CH:4][CH:5]=1 |f:1.2,3.4|. Reported procedure: 5 g of 3-(p-dimethylaminophenyl)-phthalide was dispersed into 20 cc of 10% aqueous solution of sodium hydroxide and the resultant mixture was heated at 90° C. for one hour with stirring to obtain a homogeneous solution. After cooling the solution to room temperature, 50 cc of 6% aqueous solution of potassium permanganate was dropped into the solution for about one hour. Then the solution was heated at 60° C. for one hour with stirring and cooled to precipitate manganese dioxide. The manganese di...